From a dataset of the Open Reaction Database (ORD), a public repository of structured organic reaction records. describe an organic reaction: reactants, conditions, products, and yield Reactants: COc1ccc(C2(CN(C)CC(C)CO)CCC2)cc1OC, O=S(Cl)Cl. The product is COc1ccc(C2(CN(C)CC(C)CCl)CCC2)cc1OC. Reaction SMILES: [CH3:1][O:2][c:3]1[cH:4][c:5]([C:11]2([CH2:15][N:16]([CH2:17][CH:18]([CH2:19][OH:20])[CH3:21])[CH3:22])[CH2:12][CH2:13][CH2:14]2)[cH:6][cH:7][c:8]1[O:9][CH3:10].[S:23]([Cl:24])([Cl:25])=[O:26]>>[CH3:1][O:2][c:3]1[cH:4][c:5]([C:11]2([CH2:15][N:16]([CH2:17][CH:18]([CH2:19][Cl:25])[CH3:21])[CH3:22])[CH2:12][CH2:13][CH2:14]2)[cH:6][cH:7][c:8]1[O:9][CH3:10]. Starting materials: CO, COC(=O)C12CC3CC(CC(C3)O1)C2, [Na+], [OH-], O. The product is O=C(O)C12CC3CC(CC(C3)O1)C2. As a reaction SMILES: [CH3:18][OH:19].[CH3:1][O:2][C:3](=[O:4])[C:5]12[O:6][CH:7]3[CH2:8][CH:9]([CH2:10][CH:11]([CH2:12]1)[CH2:13]3)[CH2:14]2.[Na+:16].[OH-:15].[OH2:17]>>[O:2]=[C:3]([OH:4])[C:5]12[O:6][CH:7]3[CH2:8][CH:9]([CH2:10][CH:11]([CH2:12]1)[CH2:13]3)[CH2:14]2. Starting materials: [Si](C)(C)(C(C)(C)C)O[C@@H]1C[C@H](N(C1)C(=O)OC(C)(C)C)COC ((2S,4R)-4-(tert-butyldimethylsilyloxy)-1-(tert-butoxycarbonyl)-2-methoxymethylpyrrolidine), [F-].C(CCC)[N+](CCCC)(CCCC)CCCC (tetrabutylammonium fluoride). Solvent: O1CCCC1 (tetrahydrofuran). Product: C(C)(C)(C)OC(=O)N1C(CC(C1)O)COC (tert-butoxycarbonyl-4-hydroxy-2-methoxymethylpyrrolidine). The yield is 94.0%. As a reaction SMILES: [Si]([O:8][C@H:9]1[CH2:13][N:12]([C:14]([O:16][C:17]([CH3:20])([CH3:19])[CH3:18])=[O:15])[C@H:11]([CH2:21][O:22][CH3:23])[CH2:10]1)(C(C)(C)C)(C)C.[F-].C([N+](CCCC)(CCCC)CCCC)CCC>O1CCCC1>[C:17]([O:16][C:14]([N:12]1[CH2:13][CH:9]([OH:8])[CH2:10][CH:11]1[CH2:21][O:22][CH3:23])=[O:15])([CH3:20])([CH3:19])[CH3:18] |f:1.2|. Procedure: A solution of (2S,4R)-4-(tert-butyldimethylsilyloxy)-1-(tert-butoxycarbonyl)-2-methoxymethylpyrrolidine (4.48 g) and tetrabutylammonium fluoride (1 Mol tetrahydrofuran solution, 13 ml) in tetrahydrofuran (45 ml) was stirred at 0° C. for eight hours. The reaction mixture was extracted with ethyl acetate, and the organic layer was separated, washed with brine, dried over magnesium sulfate. Evaporation of the solvent gave an oil, which was chromatographed on silica gel (300 ml) eluting with a mixtu... The reactants are IC=1C=C(C#N)C=CC1 (3-iodobenzonitrile), ClC=1C=CC(=C(C1)B(O)O)OC (5-chloro-2-methoxyphenyl boronic acid). Yields the product ClC=1C=CC(=C(C1)C1=CC(=CC=C1)C#N)OC (5′-Chloro-2′-methoxy-[1,1′-biphenyl]-3-carbonitrile). RXN SMILES: I[C:2]1[CH:3]=[C:4]([CH:7]=[CH:8][CH:9]=1)[C:5]#[N:6].[Cl:10][C:11]1[CH:12]=[CH:13][C:14]([O:20][CH3:21])=[C:15](B(O)O)[CH:16]=1>>[Cl:10][C:11]1[CH:16]=[CH:15][C:14]([O:20][CH3:21])=[C:13]([C:2]2[CH:9]=[CH:8][CH:7]=[C:4]([C:5]#[N:6])[CH:3]=2)[CH:12]=1. Procedure: The subtitle compound was prepared by the method of example 1 step (ii) using 3-iodobenzonitrile and 5-chloro-2-methoxyphenyl boronic acid. Yield 0.465 g Reactants: BrC1=C(C(=CC=C1)Br)O (2,6-dibromophenol), C([O-])([O-])=O.[K+].[K+] (potassium carbonate), BrCCCl (1-bromo-2-chloro ethane). The solvent is CN(C)C=O (DMF). Conditions: time 16 hour. Product: BrC1=C(C(=CC=C1)Br)OCCCl (2,6-dibromo-1-(2-chloro ethoxy)benzene). RXN SMILES: [Br:1][C:2]1[CH:7]=[CH:6][CH:5]=[C:4]([Br:8])[C:3]=1[OH:9].C(=O)([O-])[O-].[K+].[K+].Br[CH2:17][CH2:18][Cl:19]>CN(C=O)C>[Br:1][C:2]1[CH:7]=[CH:6][CH:5]=[C:4]([Br:8])[C:3]=1[O:9][CH2:17][CH2:18][Cl:19] |f:1.2.3|. Reported procedure: A solution comprising 2,6-dibromophenol (3.90 g, 15.00 mmol), potassium carbonate (2.48 g, 17.94 mmol) and DMF (40 ml) was added with 1-bromo-2-chloro ethane (4.30 g, 29.98 mmol) and stirred at room temperature for 16 hours. The reaction solution was concentrated and liquid separation was carried out with ethyl acetate-water. The organic layer was washed with saturated sodium chloride water and dried with anhydrous sodium sulfate. The residue obtained by concentration was purified by silica gel ... The reactants are BrC1=C2C3(C(N(C2=CC=C1)CC1=NC=CC=C1)=O)C1=C(OC3)C=C3OCCC3=C1 (4′-bromo-1′-(pyridin-2-ylmethyl)-5,6-dihydrospiro[benzo[1,2-b:5,4-b′]difuran-3,3′-indol]-2′(1′H)-one), CN(C1=CC=C(C=N1)B(O)O)C ([6-(dimethylamino)pyridin-3-yl]boronic acid), BrC1=C2C3(C(N(C2=CC=C1)CCCCC)=O)COC=1C3=CC3=C(OCO3)C1 (4′-bromo-1′-pentylspiro[furo[2,3-f][1,3]benzodioxole-7,3′-indol]-2′(1′H)-one), N1=CC(=CC=C1)B(O)O (pyridin-3-ylboronic acid). The product is N1=CC(=CC=C1)C1=C2C3(C(N(C2=CC=C1)CC1=NC=CC=C1)=O)C1=C(OC3)C=C3OCCC3=C1 (4′-pyridin-3-yl-1′-(pyridin-2-ylmethyl)-5,6-dihydrospiro[benzo[1,2-b:5,4-b′]difuran-3,3′-indol]-2′(1H)-one). RXN SMILES: Br[C:2]1[CH:10]=[CH:9][CH:8]=[C:7]2[C:3]=1[C:4]1([CH2:22][O:21][C:20]3[CH:23]=[C:24]4[C:28](=[CH:29][C:19]1=3)[CH2:27][CH2:26][O:25]4)[C:5](=[O:18])[N:6]2[CH2:11][C:12]1[CH:17]=[CH:16][CH:15]=[CH:14][N:13]=1.BrC1C=CC=C2C=1C1(C3=CC4OCOC=4C=C3OC1)C(=O)[N:35]2[CH2:40][CH2:41][CH2:42][CH2:43][CH3:44].N1C=CC=C(B(O)O)C=1.CN(C)C1N=CC(B(O)O)=CC=1>>[N:35]1[CH:40]=[CH:41][CH:42]=[C:43]([C:2]2[CH:10]=[CH:9][CH:8]=[C:7]3[C:3]=2[C:4]2([CH2:22][O:21][C:20]4[CH:23]=[C:24]5[C:28](=[CH:29][C:19]2=4)[CH2:27][CH2:26][O:25]5)[C:5](=[O:18])[N:6]3[CH2:11][C:12]2[CH:17]=[CH:16][CH:15]=[CH:14][N:13]=2)[CH:44]=1. Procedure details: Following the procedure as described in EXAMPLE 4, and making non-critical variations using 4′-bromo-1′-(pyridin-2-ylmethyl)-5,6-dihydrospiro[benzo[1,2-b:5,4-b′]difuran-3,3′-indol]-2′(1′H)-one to replace 4′-bromo-1′-pentylspiro[furo[2,3-f][1,3]benzodioxole-7,3′-indol]-2′(1′H)-one, and pyridin-3-ylboronic acid to replace [6-(dimethylamino)pyridin-3-yl]boronic acid, the title compound was obtained (9%) as a colorless solid: mp>200° C.; 1H NMR (300 MHz, DMSO-d6) δ 8.52 (d, 1H), 8.42 (d, 1H), 7.96 (...